The task is: describe an organic reaction: reactants, conditions, products, and yield. This data is from the Open Reaction Database (ORD), a public repository of structured organic reaction records. The product is CN(C=C(C(=O)OC)C(C1=C(C(=C(C(=C1)F)F)F)F)=O)C (methyl 3-dimethylamino-2-(2,3,4,5-tetrafluorobenzoyl)acrylate). Yield: 50.7%. Reaction conditions: time 30 minute. Run in C(C)N(CC)CC (triethylamine). Starting materials: O1CCOCC1 (dioxane), FC1=C(C(=O)Cl)C=C(C(=C1F)F)F (2,3,4,5-tetrafluorobenzoyl chloride), O1CCOCC1 (dioxane), CN(C=CC(=O)OC)C (methyl 3-dimethylaminoacrylate). Reported procedure: To dioxane (80 ml) solution of 2,3,4,5-tetrafluorobenzoyl chloride (21.25 g) was added dioxane (25 ml) solution of methyl 3-dimethylaminoacrylate (12.92 g) with ice-cooling, and triethylamine (14.46 ml) was added thereto with ice-cooling. The mixture was stirred for 30 minutes at the same temperature, then for 3 hours at room temperature, and then for one hour at 50° to 60° C. The mixture was concentrated under reduced pressure, then dissolved in methylene chloride (200 ml), washed with water (2... As a reaction SMILES: O1CCOCC1.[F:7][C:8]1[C:16]([F:17])=[C:15]([F:18])[C:14]([F:19])=[CH:13][C:9]=1[C:10](Cl)=[O:11].[CH3:20][N:21]([CH3:28])[CH:22]=[CH:23][C:24]([O:26][CH3:27])=[O:25]>C(N(CC)CC)C>[CH3:20][N:21]([CH3:28])[CH:22]=[C:23]([C:10](=[O:11])[C:9]1[CH:13]=[C:14]([F:19])[C:15]([F:18])=[C:16]([F:17])[C:8]=1[F:7])[C:24]([O:26][CH3:27])=[O:25].